From a dataset of the Open Reaction Database (ORD), a public repository of structured organic reaction records. describe an organic reaction: reactants, conditions, products, and yield Starting materials: CC1(C2=C(C(=CC=C2)P(C3=CC=CC=C3)C4=CC=CC=C4)OC5=C(C=CC=C51)P(C6=CC=CC=C6)C7=CC=CC=C7)C (Xantphos), NC1=C(C=C(C(=N1)N[C@@H]1[C@@H](CCCC1)NC(OC(C)(C)C)=O)Cl)C(=O)NC(C)(C)C1=CC=CC=C1 (tert-butyl cis-2-(6-amino-3-chloro-5-(2-phenylpropan-2-ylaminocarbonyl)pyridin-2-ylamino)cyclohexylcarbamate), C([O-])([O-])=O.[Cs+].[Cs+] (cesium carbonate), BrC=1C=NC=C(C1)C (3-bromo-5-methylpyridine). The reagents and catalysts are C=1C=CC(=CC1)/C=C/C(=O)/C=C/C2=CC=CC=C2.C=1C=CC(=CC1)/C=C/C(=O)/C=C/C2=CC=CC=C2.C=1C=CC(=CC1)/C=C/C(=O)/C=C/C2=CC=CC=C2.[Pd].[Pd] (Pd2(dba)3). Run in C(C)(=O)OCC (ethyl acetate), O (water), O1CCOCC1 (1,4-dioxane). Product: ClC=1C(=NC(=C(C1)C(=O)NC(C)(C)C1=CC=CC=C1)NC=1C=NC=C(C1)C)N[C@@H]1[C@@H](CCCC1)NC(OC(C)(C)C)=O (tert-butyl cis-2-(3-chloro-5-(2-phenylpropan-2-ylaminocarbonyl)-6-(5-methylpyridin-3-ylamino)pyridin-2-ylamino)cyclohexylcarbamate). The yield is 55.0%. As a reaction SMILES: CC1(C)C2C(=C(P(C3C=CC=CC=3)C3C=CC=CC=3)C=CC=2)OC2C(P(C3C=CC=CC=3)C3C=CC=CC=3)=CC=CC1=2.[NH2:43][C:44]1[N:49]=[C:48]([NH:50][C@H:51]2[CH2:56][CH2:55][CH2:54][CH2:53][C@H:52]2[NH:57][C:58](=[O:64])[O:59][C:60]([CH3:63])([CH3:62])[CH3:61])[C:47]([Cl:65])=[CH:46][C:45]=1[C:66]([NH:68][C:69]([C:72]1[CH:77]=[CH:76][CH:75]=[CH:74][CH:73]=1)([CH3:71])[CH3:70])=[O:67].C(=O)([O-])[O-].[Cs+].[Cs+].Br[C:85]1[CH:86]=[N:87][CH:88]=[C:89]([CH3:91])[CH:90]=1>C1C=CC(/C=C/C(/C=C/C2C=CC=CC=2)=O)=CC=1.C1C=CC(/C=C/C(/C=C/C2C=CC=CC=2)=O)=CC=1.C1C=CC(/C=C/C(/C=C/C2C=CC=CC=2)=O)=CC=1.[Pd].[Pd].C(OCC)(=O)C.O.O1CCOCC1>[Cl:65][C:47]1[C:48]([NH:50][C@H:51]2[CH2:56][CH2:55][CH2:54][CH2:53][C@H:52]2[NH:57][C:58](=[O:64])[O:59][C:60]([CH3:63])([CH3:61])[CH3:62])=[N:49][C:44]([NH:43][C:85]2[CH:86]=[N:87][CH:88]=[C:89]([CH3:91])[CH:90]=2)=[C:45]([C:66]([NH:68][C:69]([C:72]2[CH:73]=[CH:74][CH:75]=[CH:76][CH:77]=2)([CH3:70])[CH3:71])=[O:67])[CH:46]=1 |f:2.3.4,6.7.8.9.10|. Procedure: Xantphos (5 mg) and Pd2(dba)3 (4 mg) were added to a mixture of tert-butyl cis-2-(6-amino-3-chloro-5-(2-phenylpropan-2-ylaminocarbonyl)pyridin-2-ylamino)cyclohexylcarbamate (20 mg), cesium carbonate (20 mg), 3-bromo-5-methylpyridine (9 mg), and 1,4-dioxane (2 ml) in a nitrogen atmosphere, followed by reflux for 3 hours in a nitrogen atmosphere. The reaction mixture was cooled to room temperature, and water and ethyl acetate were added. The organic layer was collected, washed with saturated salin... Starting materials: COC1=CC=C(C=C1)N (p-anisidine), CC(C)(C(C)=O)O (2-methyl-2-hydroxy-butan-3-one), C(C)(=O)O (acetic acid), C1(=CC=CC=C1)C (toluene). Run in O (water), O (water). Conditions: temperature 220 celsius, time 3 hour. The product is 318.7, CC1=NC2=C(C1(C)C)C=C(C=C2)OC (5-methoxy-2,3,3-trimethyl-indolenine). Reaction SMILES: [CH3:1][O:2][C:3]1[CH:8]=[CH:7][C:6]([NH2:9])=[CH:5][CH:4]=1.[CH3:10][C:11](O)([C:13](=O)[CH3:14])[CH3:12].C(O)(=O)C.C1(C)C=CC=CC=1>O>[CH3:14][C:13]1[C:11]([CH3:12])([CH3:10])[C:5]2[CH:4]=[C:3]([O:2][CH3:1])[CH:8]=[CH:7][C:6]=2[N:9]=1. Procedure details: 246 parts of p-anisidine, 204 parts of 2-methyl-2-hydroxy-butan-3-one and 10 parts of acetic acid in 650 parts of toluene are heated, with removal of water from the system, until no more water separates off. The solvent is then distilled off and the residue is heated for 5 hours at 220° C. After cooling to 160° C., 10 parts of concentrated sulfuric acid are added; the mixture is kept at 160° C. for 3 hours, whilst distilling off the water formed. Distillation under reduced pressure (21 mbar) giv... Starting materials: CCOC(=O)c1sc(-n2cnc3ccc(OCc4ccccc4)cc32)nc1-c1cccc(Cl)c1, [Li+], C1CCOC1, [OH-], O. Product: O=C(O)c1sc(-n2cnc3ccc(OCc4ccccc4)cc32)nc1-c1cccc(Cl)c1. Reaction SMILES: [CH2:1]([CH3:2])[O:3][C:4](=[O:5])[c:6]1[c:7](-[c:28]2[cH:29][c:30]([Cl:34])[cH:31][cH:32][cH:33]2)[n:8][c:9](-[n:11]2[cH:12][n:13][c:14]3[c:15]2[cH:16][c:17]([O:20][CH2:21][c:22]2[cH:23][cH:24][cH:25][cH:26][cH:27]2)[cH:18][cH:19]3)[s:10]1.[Li+:40].[O:35]1[CH2:36][CH2:37][CH2:38][CH2:39]1.[OH-:41].[OH2:42]>>[O:3]=[C:4]([OH:5])[c:6]1[c:7](-[c:28]2[cH:29][c:30]([Cl:34])[cH:31][cH:32][cH:33]2)[n:8][c:9](-[n:11]2[cH:12][n:13][c:14]3[c:15]2[cH:16][c:17]([O:20][CH2:21][c:22]2[cH:23][cH:24][cH:25][cH:26][cH:27]2)[cH:18][cH:19]3)[s:10]1.